Dataset: the Open Reaction Database (ORD), a public repository of structured organic reaction records. Task: describe an organic reaction: reactants, conditions, products, and yield The reactants are CC=1C(=CC(=CC1)N=C=O)N=C=O (tolylene diisocyanate), resultant solution, hydrogenated bisphenol A, C(C(=C)C)(=O)OCCO (2-hydroxyethyl methacrylate). Run in C1(=CC=CC=C1)C (toluene), C1(=CC=CC=C1)C (toluene). Run at time 4 hour. Product: C(C=C)(=O)O.NC(=O)OCC (urethane acrylate). As a reaction SMILES: CC1C(N=C=O)=CC([N:8]=C=O)=CC=1.[C:14]([O:19][CH2:20][CH2:21]O)(=[O:18])[C:15](C)=[CH2:16]>C1(C)C=CC=CC=1>[C:14]([OH:19])(=[O:18])[CH:15]=[CH2:16].[NH2:8][C:14]([O:19][CH2:20][CH3:21])=[O:18] |f:3.4|. Procedure details: To toluene solution of tolylene diisocyanate was dropwise added 2-hydroxyethyl methacrylate so as to have a ratio of the number of moles of NCO groups to the number of moles of OA group of 1:0.5 to advance a reaction. Thus, a compound having isocyanate groups and acryloyl groups was obtained. Then, to the solution was added toluene solution of hydrogenated bisphenol A (manufactured and sold by Kyoeisha Chemical Co., Ltd., Japan) and the reaction was conducted at 70° C. for 4 hours. Then, to the ... The reactants are [N+](=O)([O-])C=1C=C(CC=2OC(C3=C(N2)C=CC=C3)=O)C=CC1 (2-(3-nitro-benzyl)-benzo[d][1,3]oxazin-4-one), C(O)(O)=O.NNC(=N)N (aminoguanidine hydrogencarbonate). Solvent: N1=CC=CC=C1 (pyridine). Reaction conditions: temperature 180 celsius. The product is [N+](=O)([O-])C=1C=C(CC2=NC=3C=CC=CC3C=3N2N=C(N3)N)C=CC1 (5-(3-nitro-benzyl)-[1,2,4]triazolo[1,5-c]quinazolin-2-ylamine). The yield is 30.0%. As a reaction SMILES: [N+:1]([C:4]1[CH:5]=[C:6]([CH:19]=[CH:20][CH:21]=1)[CH2:7][C:8]1O[C:10](=O)[C:11]2[CH:17]=[CH:16][CH:15]=[CH:14][C:12]=2[N:13]=1)([O-:3])=[O:2].C(=O)(O)O.[NH2:26][NH:27][C:28]([NH2:30])=[NH:29]>N1C=CC=CC=1>[N+:1]([C:4]1[CH:5]=[C:6]([CH:19]=[CH:20][CH:21]=1)[CH2:7][C:8]1[N:26]2[N:27]=[C:28]([NH2:30])[N:29]=[C:10]2[C:11]2[CH:17]=[CH:16][CH:15]=[CH:14][C:12]=2[N:13]=1)([O-:3])=[O:2] |f:1.2|. Procedure: To a solution of commercially available (3-nitro-phenyl)-acetyl chloride (2.20 g, 11.05 mmol) in anhydrous DCM (9 mL) was added 2-aminobenzoic acid (0.76 g, 5.50 mmol). Pyridine (3 mL) was then added to the mixture and the reaction mixture was heated under microwave condition at 120° C. for 30 minutes, then diluted with dichloromethane and washed with NaHCO3 satured solution, then with water followed by brine. The organic phase was dried over Na2SO4, filtered and evaporated to give the 2-(3-nitr...